Dataset: the Open Reaction Database (ORD), a public repository of structured organic reaction records. Task: describe an organic reaction: reactants, conditions, products, and yield Starting materials: CN, CCO, CCCc1nc2nc(Cl)nc(C)c2[nH]1. Yields the product CCCc1nc2nc(NC)nc(C)c2[nH]1. Reaction SMILES: [CH3:15][NH2:16].[CH3:17][CH2:18][OH:19].[Cl:1][c:2]1[n:3][c:4]([CH3:14])[c:5]2[nH:6][c:7]([CH2:11][CH2:12][CH3:13])[n:8][c:9]2[n:10]1>>[c:2]1([NH:16][CH3:15])[n:3][c:4]([CH3:14])[c:5]2[nH:6][c:7]([CH2:11][CH2:12][CH3:13])[n:8][c:9]2[n:10]1. Reactants: CCCCSc1nnc(C(=O)Cl)o1, COc1cc2nc(N3CCNCC3)nc(N)c2cc1OC. The product is CCCCSc1nnc(C(=O)N2CCN(c3nc(N)c4cc(OC)c(OC)cc4n3)CC2)o1, Cl. As a reaction SMILES: [CH2:1]([CH2:2][CH2:3][CH3:4])[S:5][c:6]1[n:7][n:8][c:9]([C:11](=[O:12])[Cl:13])[o:10]1.[NH2:14][c:15]1[n:16][c:17]([N:29]2[CH2:30][CH2:31][NH:32][CH2:33][CH2:34]2)[n:18][c:19]2[cH:20][c:21]([O:27][CH3:28])[c:22]([O:25][CH3:26])[cH:23][c:24]12>>[CH2:1]([CH2:2][CH2:3][CH3:4])[S:5][c:6]1[n:7][n:8][c:9]([C:11](=[O:12])[N:32]2[CH2:31][CH2:30][N:29]([c:17]3[n:16][c:15]([NH2:14])[c:24]4[c:19]([n:18]3)[cH:20][c:21]([O:27][CH3:28])[c:22]([O:25][CH3:26])[cH:23]4)[CH2:34][CH2:33]2)[o:10]1.[ClH:13]. Reactants: Cl.NC1=C(SC(=C1)Cl)S(=O)(=O)N (3-amino-5-chlorothiophene-2-sulfonamide hydrochloride), C1(CCCC1)N=C=S (cyclopentyl isothiocyanate). The product is NC1=C(SC(=C1)Cl)S(=O)(=O)NC(=S)NC1CCCC1 (N-(3-Amino-5-chloro-2-thienylsulfonyl)-N′-cyclopentylthiourea), example 3-a. Isolated yield 46.0%. RXN SMILES: Cl.[NH2:2][C:3]1[CH:7]=[C:6]([Cl:8])[S:5][C:4]=1[S:9]([NH2:12])(=[O:11])=[O:10].[CH:13]1([N:18]=[C:19]=[S:20])[CH2:17][CH2:16][CH2:15][CH2:14]1>>[NH2:2][C:3]1[CH:7]=[C:6]([Cl:8])[S:5][C:4]=1[S:9]([NH:12][C:19]([NH:18][CH:13]1[CH2:17][CH2:16][CH2:15][CH2:14]1)=[S:20])(=[O:10])=[O:11] |f:0.1|. Reported procedure: The title compound was prepared from 3-amino-5-chlorothiophene-2-sulfonamide hydrochloride and cyclopentyl isothiocyanate by a procedure analogous to the procedure described in example 3-a (yield 46%); 1H-NMR (DMSO-d6): δ1.30-1.70 (m, 6H), 1.90 (m, 2H), 4.40 (sextet, 1H, CH), 6.55 (br, 2H, NH2), 6.65 (s, 1H, H-4), 8.15 (br d, 1H, NH), 11.2 (br s, 1H, NH). The reactants are [H-].[Na+] (sodium hydride), tetrakis(triphenylphosphene)palladium[0], C(CC#N)#N (malononitrile), mixture 0.05, IC1=CC=C(C=O)C=C1 (4-iodobenzaldehyde). The solvent is C(C)#N (acetonitrile), C(C)#N (acetonitrile). Conditions: time 66 hour. The product is C(#N)C(C1=CC=C(C=O)C=C1)C#N (4-(Dicyanomethyl)-benzaldehyde). RXN SMILES: [H-].[Na+].[C:3](#[N:7])[CH2:4][C:5]#[N:6].I[C:9]1[CH:16]=[CH:15][C:12]([CH:13]=[O:14])=[CH:11][CH:10]=1>C(#N)C>[C:5]([CH:4]([C:3]#[N:7])[C:9]1[CH:16]=[CH:15][C:12]([CH:13]=[O:14])=[CH:11][CH:10]=1)#[N:6] |f:0.1|. Reported procedure: To a 0.10 formula weight of sodium hydride suspended in 1 L acetonitrile in an atmosphere of dry argon is added 0.11 mole malononitrile dissolved in 0.10 L acetonitrile while adequate external cooling is applied to maintain the temperature of the reaction mixture in the range 0° C. to 10° C. To this mixture 0.05 formula weight of 4-iodobenzaldehyde is added followed by a solution of 0,005 formula weight of tetrakis(triphenylphosphene)palladium[0] in 0.50L argon-saturated acetonitrile. The result... Reactants: COC=1C=C2C=C(C(OC2=C(C1O[C@@H]1OC([C@@H]([C@@H]2[C@H]1OC(O2)=O)OC)(C)C)C)=O)NC(OCC2=CC=CC=C2)=O (Benzyl 6-methoxy-7-((3aR,4S,7R,7aR)-7-methoxy-6,6-dimethyl-2-oxotetrahydro-3aH-[1,3]dioxolo[4,5-c]pyran-4-yloxy)-8-methyl-2-oxo-2H-chromen-3-ylcarbamate), CCN=C=NCCCN(C)C (EDCI), COC=1C=C(C=CC1)C1=CC(=CC=C1OC)C(=O)O (3′,6-dimethoxybiphenyl-3-carboxylic acid), amine, C([O-])([O-])=O (carbonate). The reagents and catalysts are [Pd] (Palladium on carbon). The solvent is C1CCOC1 (THF), N1=CC=CC=C1.C(Cl)Cl (pyridine CH2Cl2), CO (MeOH), C(C)N(CC)CC (Triethylamine). Conditions: time 6.5 hour. Product: O[C@H]1[C@@H](OC([C@@H]([C@H]1O)OC)(C)C)OC1=C(C=C2C=C(C(OC2=C1C)=O)NC(=O)C=1C=C(C(=CC1)OC)C1=CC(=CC=C1)OC)OC (N-(7-((2S,3R,4S,5R)-3,4-dihydroxy-5-methoxy-6,6-dimethyltetrahydro-2H-pyran-2-yloxy)-6-methoxy-8-methyl-2-oxo-2H-chromen-3-yl)-3′,6-dimethoxybiphenyl-3-carboxamide). Isolated yield 3.5%. As a reaction SMILES: [CH3:1][O:2][C:3]1[CH:4]=[C:5]2[C:10](=[C:11]([CH3:28])[C:12]=1[O:13][C@H:14]1[C@@H:19]3[O:20]C(=O)[O:22][C@@H:18]3[C@@H:17]([O:24][CH3:25])[C:16]([CH3:27])([CH3:26])[O:15]1)[O:9][C:8](=[O:29])[C:7]([NH:30][C:31](=[O:40])OCC1C=CC=CC=1)=[CH:6]2.CCN=C=NCCCN(C)C.[CH3:52][O:53][C:54]1[CH:55]=[C:56]([C:60]2[C:65]([O:66][CH3:67])=[CH:64][CH:63]=[C:62](C(O)=O)[CH:61]=2)[CH:57]=[CH:58][CH:59]=1.C(=O)([O-])[O-]>[Pd].C1COCC1.N1C=CC=CC=1.C(Cl)Cl.CO.C(N(CC)CC)C>[OH:20][C@@H:19]1[C@H:18]([OH:22])[C@@H:17]([O:24][CH3:25])[C:16]([CH3:27])([CH3:26])[O:15][C@H:14]1[O:13][C:12]1[C:11]([CH3:28])=[C:10]2[C:5]([CH:6]=[C:7]([NH:30][C:31]([C:62]3[CH:61]=[C:60]([C:56]4[CH:57]=[CH:58][CH:59]=[C:54]([O:53][CH3:52])[CH:55]=4)[C:65]([O:66][CH3:67])=[CH:64][CH:63]=3)=[O:40])[C:8](=[O:29])[O:9]2)=[CH:4][C:3]=1[O:2][CH3:1] |f:6.7|. Reported procedure: Palladium on carbon (10%, 20.0 mg) was added to 25a (100 mg, 0.18 mmol) in anhydrous THF (5.00 mL) and the solution was placed under an atmosphere of H2. After 6.5 hours, the solution was filtered through SiO2 (1:1 CH2Cl2:Acetone) and the eluent was concentrated to afford a yellow solid, which was used without further purification (56.0 mg, 75%). EDCI (21.4 mg, 0.11 mmol) and 3′,6-dimethoxybiphenyl-3-carboxylic acid (23.1 mg, 0.089 mmol) were added to the amine (18.7 mg, 0.045 mmol) in 30% pyrid... Reactants: C(C1=CC=CC=C1)N1CC(C(C(C1)CC(=O)C1=CC=C(C=C1)Cl)=O)C (1-benzyl-3-methyl-5-(p-chlorophenacyl)-4-piperidone), ClC1=CC=C(N)C=C1 (p-chloroaniline). Yields the product C(C1=CC=CC=C1)N1CC2=C(C(C1)C)N(C(=C2)C2=CC=C(C=C2)Cl)C2=CC=C(C=C2)Cl (5-Benzyl-4,5,6,7-tetrahydro-7-methyl-1,2-di-(p-chlorophenyl)-1H-pyrrolo[3,2-c]pyridine). Reaction SMILES: [CH2:1]([N:8]1[CH2:13][CH:12]([CH2:14][C:15]([C:17]2[CH:22]=[CH:21][C:20]([Cl:23])=[CH:19][CH:18]=2)=O)[C:11](=O)[CH:10]([CH3:25])[CH2:9]1)[C:2]1[CH:7]=[CH:6][CH:5]=[CH:4][CH:3]=1.[Cl:26][C:27]1[CH:33]=[CH:32][C:30]([NH2:31])=[CH:29][CH:28]=1>>[CH2:1]([N:8]1[CH2:9][CH:10]([CH3:25])[C:11]2[N:31]([C:30]3[CH:32]=[CH:33][C:27]([Cl:26])=[CH:28][CH:29]=3)[C:15]([C:17]3[CH:22]=[CH:21][C:20]([Cl:23])=[CH:19][CH:18]=3)=[CH:14][C:12]=2[CH2:13]1)[C:2]1[CH:7]=[CH:6][CH:5]=[CH:4][CH:3]=1. Procedure details: Using a procedure analogous to Example 3, 1-benzyl-3-methyl-5-(p-chlorophenacyl)-4-piperidone may be reacted with p-chloroaniline to give the title compound. Reactants: COC(=O)[C@@H]1CSCC2=C(C(OC[C@@H](CCC(N1)=O)OC(=O)OCC)=O)C(=C(C=C2O[Si](C)(C)C(C)(C)C)OC)C ((4R,9R)-16-(tert-butyl-dimethylsilanyloxy)-9-ethoxycarbonyloxy-14-methoxy-13-methyl-6,12-dioxo-1,3,4,5,6,7,8,9,10,12-decahydro-11,2,5-benzoxathiaazacyclotetradecine-4-carboxylic acid methyl ester), crude product. Run in solution, C[O-].[Na+] (sodium methoxide), CO (methanol), Cl (hydrochloric acid). Yields the product COC(=O)[C@@H]1CSCC2=C(C(OC[C@@H](CCC(N1)=O)O)=O)C(=C(C=C2O)OC)C ((4R,9R)-9,16-dihydroxy-14-methoxy-13-methyl-6,12-dioxo-1,3,4,5,6,7,8,9,10,12-decahydro-11,2,5-benzoxathiaazacyclotetradecine-4-carboxylic acid methyl ester). Yield: 35.9%. RXN SMILES: [CH3:1][O:2][C:3]([C@H:5]1[NH:18][C:17](=[O:19])[CH2:16][CH2:15][C@@H:14]([O:20]C(OCC)=O)[CH2:13][O:12][C:11](=[O:26])[C:10]2[C:27]([CH3:41])=[C:28]([O:39][CH3:40])[CH:29]=[C:30]([O:31][Si](C(C)(C)C)(C)C)[C:9]=2[CH2:8][S:7][CH2:6]1)=[O:4]>C[O-].[Na+].CO.Cl>[CH3:1][O:2][C:3]([C@H:5]1[NH:18][C:17](=[O:19])[CH2:16][CH2:15][C@@H:14]([OH:20])[CH2:13][O:12][C:11](=[O:26])[C:10]2[C:27]([CH3:41])=[C:28]([O:39][CH3:40])[CH:29]=[C:30]([OH:31])[C:9]=2[CH2:8][S:7][CH2:6]1)=[O:4] |f:1.2|. Procedure details: A solution of 20 mg of (4R,9R)-16-(tert-butyl-dimethylsilanyloxy)-9-ethoxycarbonyloxy-14-methoxy-13-methyl-6,12-dioxo-1,3,4,5,6,7,8,9,10,12-decahydro-11,2,5-benzoxathiaazacyclotetradecine-4-carboxylic acid methyl ester was subjected in an analogous manner to the procedure described in Example 1. The crude product was dissolved in 0.5 ml of a 0.6M solution of sodium methoxide in methanol. The solution was stirred at 0° C. for 7 min whereupon 2 ml of IN hydrochloric acid were added. The mixture wa... Starting materials: COC(CCCCCCCOC=1N(C(=C(N1)C1=CC=CC=C1)C1=CC=CC=C1)C1=CC=CC=C1)=O (methyl-8-(1,4,5-triphenylimidazol-2-yloxy)-caprylate), [OH-].[Na+] (sodium hydroxide). Solvent: CO (methanol), O (water). Reaction conditions: time 24 hour. The product is C1(=CC=CC=C1)N1C(=NC(=C1C1=CC=CC=C1)C1=CC=CC=C1)OCCCCCCCC(=O)O (8-(1,4,5-triphenylimidazol-2-yl-oxy)-caprylic acid). As a reaction SMILES: C[O:2][C:3](=[O:35])[CH2:4][CH2:5][CH2:6][CH2:7][CH2:8][CH2:9][CH2:10][O:11][C:12]1[N:13]([C:29]2[CH:34]=[CH:33][CH:32]=[CH:31][CH:30]=2)[C:14]([C:23]2[CH:28]=[CH:27][CH:26]=[CH:25][CH:24]=2)=[C:15]([C:17]2[CH:22]=[CH:21][CH:20]=[CH:19][CH:18]=2)[N:16]=1.[OH-].[Na+]>CO.O>[C:29]1([N:13]2[C:14]([C:23]3[CH:28]=[CH:27][CH:26]=[CH:25][CH:24]=3)=[C:15]([C:17]3[CH:18]=[CH:19][CH:20]=[CH:21][CH:22]=3)[N:16]=[C:12]2[O:11][CH2:10][CH2:9][CH2:8][CH2:7][CH2:6][CH2:5][CH2:4][C:3]([OH:35])=[O:2])[CH:30]=[CH:31][CH:32]=[CH:33][CH:34]=1 |f:1.2|. Reported procedure: 171 g of methyl-8-(1,4,5-triphenylimidazol-2-yloxy)-caprylate and 44 g of sodium hydroxide are dissolved in 1,000 ml of methanol and the mixture is stirred at room temperature for about 24 hours. The solvent is then stripped off in vacuo and the residue is taken up in water. The aqueous solution is washed with ether and acidified with dilute hydrochloric acid and the acid precipitated is separated off and dried. Reactants: CC(C(=O)NN)c1cn[nH]c1-c1ccc(-c2ccccc2)cc1OCc1ccccc1, CC(C)O. Product: CC(C(=O)NN)c1cn[nH]c1-c1ccc(-c2ccccc2)cc1O. RXN SMILES: [CH2:1]([c:2]1[cH:3][cH:4][cH:5][cH:6][cH:7]1)[O:8][c:9]1[cH:10][c:11](-[c:26]2[cH:27][cH:28][cH:29][cH:30][cH:31]2)[cH:12][cH:13][c:14]1-[c:15]1[c:16]([CH:20]([C:21](=[O:22])[NH:23][NH2:24])[CH3:25])[cH:17][n:18][nH:19]1.[CH:32]([OH:33])([CH3:34])[CH3:35]>>[OH:8][c:9]1[cH:10][c:11](-[c:26]2[cH:27][cH:28][cH:29][cH:30][cH:31]2)[cH:12][cH:13][c:14]1-[c:15]1[c:16]([CH:20]([C:21](=[O:22])[NH:23][NH2:24])[CH3:25])[cH:17][n:18][nH:19]1. Reaction SMILES: [Cl:1][C:2]1[C:7]([O:8][CH3:9])=[CH:6][C:5]([O:10][CH3:11])=[C:4]([Cl:12])[C:3]=1[C:13]1[CH:14]=[C:15]2[N:21]([CH:22]3[CH2:27][CH2:26][CH2:25][CH2:24][O:23]3)[N:20]=[C:19](I)[C:16]2=[N:17][CH:18]=1.CC1(C)C(C)(C)OB([C:37]2[CH:38]=[N:39][N:40](C(OC(C)(C)C)=O)[CH:41]=2)O1.ClCCl.P([O-])([O-])([O-])=O.[K+].[K+].[K+]>O1CCOCC1.O.C1C=CC(P(C2C=CC=CC=2)[C-]2C=CC=C2)=CC=1.C1C=CC(P(C2C=CC=CC=2)[C-]2C=CC=C2)=CC=1.Cl[Pd]Cl.[Fe+2]>[Cl:1][C:2]1[C:7]([O:8][CH3:9])=[CH:6][C:5]([O:10][CH3:11])=[C:4]([Cl:12])[C:3]=1[C:13]1[CH:14]=[C:15]2[N:21]([CH:22]3[CH2:27][CH2:26][CH2:25][CH2:24][O:23]3)[N:20]=[C:19]([C:37]3[CH:38]=[N:39][NH:40][CH:41]=3)[C:16]2=[N:17][CH:18]=1 |f:3.4.5.6,9.10.11.12|. Product: ClC1=C(C(=C(C=C1OC)OC)Cl)C=1C=C2C(=NC1)C(=NN2C2OCCCC2)C=2C=NNC2 (6-(2,6-dichloro-3,5-dimethoxyphenyl)-3-(1H-pyrazol-4-yl)-1-(tetrahydro-2H-pyran-2-yl)-1H-pyrazolo[4,3-b]pyridine). Reported procedure: A mixture of 6-(2,6-dichloro-3,5-dimethoxyphenyl)-3-iodo-1-(tetrahydro-2H-pyran-2-yl)-1H-pyrazolo[4,3-b]pyridine (60 mg, 0.1 mmol), tert-butyl 4-(4,4,5,5-tetramethyl-1,3,2-dioxaborolan-2-yl)-1H-pyrazole-1-carboxylate (40. mg, 0.13 mmol), [1,1′-bis(diphenylphosphino)ferrocene]dichloropalladium(II) complexed with dichloromethane (1:1) (7 mg, 0.009 mmol), and potassium phosphate (48 mg, 0.22 mmol) in 1,4-dioxane (0.5 mL) and water (0.07 mL) in a reaction vial was degassed and sealed. It was stirred... Reagents/catalysts: C1=CC=C(C=C1)P([C-]2C=CC=C2)C3=CC=CC=C3.C1=CC=C(C=C1)P([C-]2C=CC=C2)C3=CC=CC=C3.Cl[Pd]Cl.[Fe+2] ([1,1′-bis(diphenylphosphino)ferrocene]dichloropalladium(II)). Starting materials: ClC1=C(C(=C(C=C1OC)OC)Cl)C=1C=C2C(=NC1)C(=NN2C2OCCCC2)I (6-(2,6-dichloro-3,5-dimethoxyphenyl)-3-iodo-1-(tetrahydro-2H-pyran-2-yl)-1H-pyrazolo[4,3-b]pyridine), CC1(OB(OC1(C)C)C=1C=NN(C1)C(=O)OC(C)(C)C)C (tert-butyl 4-(4,4,5,5-tetramethyl-1,3,2-dioxaborolan-2-yl)-1H-pyrazole-1-carboxylate), ClCCl (dichloromethane), P(=O)([O-])([O-])[O-].[K+].[K+].[K+] (potassium phosphate). Run in O1CCOCC1 (1,4-dioxane), O (water). The yield is 105.4%. Conditions: temperature 85 celsius, time 8 hour.